From a dataset of the Open Reaction Database (ORD), a public repository of structured organic reaction records. describe an organic reaction: reactants, conditions, products, and yield Reactants: CCOC(=O)CC(C)c1ccc2c(c1)N(C(=O)c1ccccc1)CCN2C(=O)Cc1ccc(NC(=O)Nc2ccccc2C)c(OC)c1, CO, [Na+], [OH-]. The product is COc1cc(CC(=O)N2CCN(C(=O)c3ccccc3)c3cc(C(C)CC(=O)O)ccc32)ccc1NC(=O)Nc1ccccc1C. As a reaction SMILES: [C:1]([c:2]1[cH:3][cH:4][cH:5][cH:6][cH:7]1)(=[O:8])[N:9]1[CH2:10][CH2:11][N:12]([C:27]([CH2:28][c:29]2[cH:30][c:31]([O:46][CH3:47])[c:32]([NH:35][C:36](=[O:37])[NH:38][c:39]3[c:40]([CH3:45])[cH:41][cH:42][cH:43][cH:44]3)[cH:33][cH:34]2)=[O:48])[c:13]2[cH:14][cH:15][c:16]([CH:19]([CH2:20][C:21](=[O:22])[O:23][CH2:24][CH3:25])[CH3:26])[cH:17][c:18]21.[CH3:51][OH:52].[Na+:50].[OH-:49]>>[C:1]([c:2]1[cH:3][cH:4][cH:5][cH:6][cH:7]1)(=[O:8])[N:9]1[CH2:10][CH2:11][N:12]([C:27]([CH2:28][c:29]2[cH:30][c:31]([O:46][CH3:47])[c:32]([NH:35][C:36](=[O:37])[NH:38][c:39]3[c:40]([CH3:45])[cH:41][cH:42][cH:43][cH:44]3)[cH:33][cH:34]2)=[O:48])[c:13]2[cH:14][cH:15][c:16]([CH:19]([CH2:20][C:21](=[O:22])[OH:23])[CH3:26])[cH:17][c:18]21.